This data is from the Open Reaction Database (ORD), a public repository of structured organic reaction records. The task is: describe an organic reaction: reactants, conditions, products, and yield The reactants are [Cl-], C=[N+]=[N-], O, O, O=c1ccn(C2OC(CO)C(O)C2O)c(=O)[nH]1. Yields the product COC1C(O)C(CO)OC1n1ccc(=O)[nH]c1=O. RXN SMILES: [Cl-:23].[N+:18](=[N-:19])=[CH2:20].[OH2:21].[OH2:22].[OH:1][CH2:2][CH:3]1[O:4][CH:5]([n:10]2[cH:11][cH:12][c:13](=[O:14])[nH:15][c:16]2=[O:17])[CH:6]([OH:7])[CH:8]1[OH:9]>>[OH:1][CH2:2][CH:3]1[O:4][CH:5]([n:10]2[cH:11][cH:12][c:13](=[O:14])[nH:15][c:16]2=[O:17])[CH:6]([O:7][CH3:20])[CH:8]1[OH:9]. Starting materials: Pyridinium bromide perbromide, C(C)(C)(C)OC(NC1=NC=CC(=C1)CC(=O)C1=C(C(=CC=C1)N(COC)S(=O)(=O)C1=C(C=CC(=C1)F)F)F)=O (Tert-butyl-{4-[2-(3-{[(2,5-difluorophenyl)sulfonyl](methoxymethyl)amino}-2-fluorophenyl)-2-oxoethyl]pyridin-2-yl}carbamate), C1(CC1)N1CCC(CC1)C(N)=S (1-Cyclopropylpiperidine-4-carbothioamide). Run in CN(C)C=O (DMF). Run at time 50 minute. Yields the product C1(CC1)N1CCC(CC1)C=1SC(=C(N1)C1=C(C(=CC=C1)N(COC)S(=O)(=O)C1=C(C=CC(=C1)F)F)F)C1=CC(=NC=C1)NC(OC(C)(C)C)=O (tert-butyl {4-[2-(1-cyclopropylpiperidin-4-yl)-4-(3-{[(2,5-difluorophenyl)sulfonyl](methoxymethyl)amino}-2-fluorophenyl)-1,3-thiazol-5-yl]pyridin-2-yl}carbamate). Isolated yield 60.0%. Reaction SMILES: [C:1]([O:5][C:6](=[O:39])[NH:7][C:8]1[CH:13]=[C:12]([CH2:14][C:15]([C:17]2[CH:22]=[CH:21][CH:20]=[C:19]([N:23]([S:27]([C:30]3[CH:35]=[C:34]([F:36])[CH:33]=[CH:32][C:31]=3[F:37])(=[O:29])=[O:28])[CH2:24][O:25][CH3:26])[C:18]=2[F:38])=O)[CH:11]=[CH:10][N:9]=1)([CH3:4])([CH3:3])[CH3:2].C1C=C[NH+]=CC=1.Br[Br-]Br.[CH:49]1([N:52]2[CH2:57][CH2:56][CH:55]([C:58](=[S:60])[NH2:59])[CH2:54][CH2:53]2)[CH2:51][CH2:50]1>CN(C=O)C>[CH:49]1([N:52]2[CH2:57][CH2:56][CH:55]([C:58]3[S:60][C:14]([C:12]4[CH:11]=[CH:10][N:9]=[C:8]([NH:7][C:6](=[O:39])[O:5][C:1]([CH3:2])([CH3:4])[CH3:3])[CH:13]=4)=[C:15]([C:17]4[CH:22]=[CH:21][CH:20]=[C:19]([N:23]([S:27]([C:30]5[CH:35]=[C:34]([F:36])[CH:33]=[CH:32][C:31]=5[F:37])(=[O:29])=[O:28])[CH2:24][O:25][CH3:26])[C:18]=4[F:38])[N:59]=3)[CH2:54][CH2:53]2)[CH2:50][CH2:51]1 |f:1.2|. Reported procedure: Tert-butyl-{4-[2-(3-{[(2,5-difluorophenyl)sulfonyl](methoxymethyl)amino}-2-fluorophenyl)-2-oxoethyl]pyridin-2-yl}carbamate (prepared as described in Example 9, 374 mg, 0.662 mmol) was dissolved in dry DMF (5 mL) under argon atmosphere. Pyridinium bromide perbromide (190 mg, 0.596 mmol, 0.9 eq) was added and the reaction mixture was stirred at r.t. for 50 min. 1-Cyclopropylpiperidine-4-carbothioamide (146 mg, 0.794 mmol, 1.2 eq) was then added and the mixture was heated to 70° C. After 1 h the re... The reactants are CC(c1ccccc1)n1c(O)nc2ncc(Br)nc21, C[S-], CN1CCCC1=O, CCOC(C)=O, [Na+]. The product is CSc1cnc2nc(O)n(C(C)c3ccccc3)c2n1. Reaction SMILES: [Br:1][c:2]1[cH:3][n:4][c:5]2[c:6]([n:7]1)[n:8]([CH:12]([CH3:13])[c:14]1[cH:15][cH:16][cH:17][cH:18][cH:19]1)[c:9]([OH:11])[n:10]2.[CH3:20][S-:21].[CH3:23][N:24]1[CH2:25][CH2:26][CH2:27][C:28]1=[O:29].[CH3:30][CH2:31][O:32][C:33]([CH3:34])=[O:35].[Na+:22]>>[c:2]1([S:21][CH3:20])[cH:3][n:4][c:5]2[c:6]([n:7]1)[n:8]([CH:12]([CH3:13])[c:14]1[cH:15][cH:16][cH:17][cH:18][cH:19]1)[c:9]([OH:11])[n:10]2. Procedure details: To a stirred solution of 4-hydroxy-3-methoxymethoxymethyl-piperidine-1-carboxylic acid tert-butyl ester (0.4 mmol, 0.111 g) in 3 mL of THF was added 60% NaH in mineral oil (2.0 mmol, 0.05 g) at room temperature. The mixture was stirred for 10 mins, then a solution of 3-butyl-6-chloro-4-(4-cyclohexyloxy-phenyl)-pyridazine (Example 14, 0.2 mmol, 0.07 g) in THF was added. The mixture was refluxed for 1 h, then, stirred at room temperature overnight. The mixture was quenched with water, extracted wi... As a reaction SMILES: [C:1]([O:5][C:6]([N:8]1[CH2:13][CH2:12][CH:11]([OH:14])[CH:10]([CH2:15][O:16][CH2:17][O:18][CH3:19])[CH2:9]1)=[O:7])([CH3:4])([CH3:3])[CH3:2].[H-].[Na+].[CH2:22]([C:26]1[N:27]=[N:28][C:29](Cl)=[CH:30][C:31]=1[C:32]1[CH:37]=[CH:36][C:35]([O:38][CH:39]2[CH2:44][CH2:43][CH2:42][CH2:41][CH2:40]2)=[CH:34][CH:33]=1)[CH2:23][CH2:24][CH3:25]>C1COCC1>[C:1]([O:5][C:6]([N:8]1[CH2:13][CH2:12][CH:11]([O:14][C:29]2[N:28]=[N:27][C:26]([CH2:22][CH2:23][CH2:24][CH3:25])=[C:31]([C:32]3[CH:33]=[CH:34][C:35]([O:38][CH:39]4[CH2:44][CH2:43][CH2:42][CH2:41][CH2:40]4)=[CH:36][CH:37]=3)[CH:30]=2)[CH:10]([CH2:15][O:16][CH2:17][O:18][CH3:19])[CH2:9]1)=[O:7])([CH3:4])([CH3:3])[CH3:2] |f:1.2|. Product: C(C)(C)(C)OC(=O)N1CC(C(CC1)OC=1N=NC(=C(C1)C1=CC=C(C=C1)OC1CCCCC1)CCCC)COCOC (4-[6-butyl-5-(4-cyclohexyloxy-phenyl)-pyridazin-3-yloxy]-3-methoxymethoxymethyl-piperidine-1-carboxylic acid tert-butyl ester). Run in C1CCOC1 (THF), C1CCOC1 (THF). Conditions: time 10 minute. Reactants: C(CCC)C=1N=NC(=CC1C1=CC=C(C=C1)OC1CCCCC1)Cl (3-butyl-6-chloro-4-(4-cyclohexyloxy-phenyl)-pyridazine), C(C)(C)(C)OC(=O)N1CC(C(CC1)O)COCOC (4-hydroxy-3-methoxymethoxymethyl-piperidine-1-carboxylic acid tert-butyl ester), [H-].[Na+] (NaH), oil. Starting materials: NC1CCN(Cc2ccccc2)CC1, O=C(O)c1ccc(-c2nnc(CSCCOc3ccccc3)o2)cc1. Yields the product O=C(NC1CCN(Cc2ccccc2)CC1)c1ccc(-c2nnc(CSCCOc3ccccc3)o2)cc1. Reaction SMILES: [CH2:26]([c:27]1[cH:28][cH:29][cH:30][cH:31][cH:32]1)[N:33]1[CH2:34][CH2:35][CH:36]([NH2:39])[CH2:37][CH2:38]1.[O:1]([c:2]1[cH:3][cH:4][cH:5][cH:6][cH:7]1)[CH2:8][CH2:9][S:10][CH2:11][c:12]1[n:13][n:14][c:15](-[c:17]2[cH:18][cH:19][c:20]([C:21](=[O:22])[OH:23])[cH:24][cH:25]2)[o:16]1>>[O:1]([c:2]1[cH:3][cH:4][cH:5][cH:6][cH:7]1)[CH2:8][CH2:9][S:10][CH2:11][c:12]1[n:13][n:14][c:15](-[c:17]2[cH:18][cH:19][c:20]([C:21](=[O:23])[NH:39][CH:36]3[CH2:35][CH2:34][N:33]([CH2:26][c:27]4[cH:28][cH:29][cH:30][cH:31][cH:32]4)[CH2:38][CH2:37]3)[cH:24][cH:25]2)[o:16]1. The reactants are [BH4-], CN(Cc1ccccc1)C(=O)C(Cc1ccccc1)N(CC=O)C(=O)OC(C)(C)C, CCO, CCOC(C)=O, [Na+]. Product: CN(Cc1ccccc1)C(=O)C(Cc1ccccc1)N(CCO)C(=O)OC(C)(C)C. RXN SMILES: [BH4-:31].[CH2:1]([c:2]1[cH:3][cH:4][cH:5][cH:6][cH:7]1)[N:8]([C:9]([CH:10]([CH2:11][c:12]1[cH:13][cH:14][cH:15][cH:16][cH:17]1)[N:18]([C:19](=[O:20])[O:21][C:22]([CH3:23])([CH3:24])[CH3:25])[CH2:26][CH:27]=[O:28])=[O:29])[CH3:30].[CH3:33][CH2:34][OH:35].[CH3:36][CH2:37][O:38][C:39](=[O:40])[CH3:41].[Na+:32]>>[CH2:1]([c:2]1[cH:3][cH:4][cH:5][cH:6][cH:7]1)[N:8]([C:9]([CH:10]([CH2:11][c:12]1[cH:13][cH:14][cH:15][cH:16][cH:17]1)[N:18]([C:19](=[O:20])[O:21][C:22]([CH3:23])([CH3:24])[CH3:25])[CH2:26][CH2:27][OH:28])=[O:29])[CH3:30]. Starting materials: C1(=CC=CC=C1)C(CCN(C(=O)NC=1SC=C(N1)C1=CC=C(C=C1)NS(=O)(=O)C)CCC1CCN(CC1)C(=O)OC(C)(C)C)C1=CC=CC=C1 (tert-butyl 4-(2-(1-(3,3-diphenylpropyl)-3-(4-(4-(methylsulfonamido)phenyl)thiazol-2-yl)ureido)ethyl)piperidine-1-carboxylate), C1CC(=O)N(C1=O)Cl (NCS). Solvent: CN(C)C=O (DMF). Reaction conditions: time 8 hour. Product: ClC1=C(N=C(S1)NC(N(CCC(C1=CC=CC=C1)C1=CC=CC=C1)CCC1CCN(CC1)C(=O)OC(C)(C)C)=O)C1=CC=C(C=C1)NS(=O)(=O)C (tert-butyl 4-(2-(3-(5-chloro-4-(4-(methylsulfonamido)phenyl)thiazol-2-yl)-1-(3,3-diphenylpropyl)ureido)ethyl)piperidine-1-carboxylate). Reaction SMILES: [C:1]1([CH:7]([C:45]2[CH:50]=[CH:49][CH:48]=[CH:47][CH:46]=2)[CH2:8][CH2:9][N:10]([CH2:30][CH2:31][CH:32]2[CH2:37][CH2:36][N:35]([C:38]([O:40][C:41]([CH3:44])([CH3:43])[CH3:42])=[O:39])[CH2:34][CH2:33]2)[C:11]([NH:13][C:14]2[S:15][CH:16]=[C:17]([C:19]3[CH:24]=[CH:23][C:22]([NH:25][S:26]([CH3:29])(=[O:28])=[O:27])=[CH:21][CH:20]=3)[N:18]=2)=[O:12])[CH:6]=[CH:5][CH:4]=[CH:3][CH:2]=1.C1C(=O)N([Cl:58])C(=O)C1>CN(C=O)C>[Cl:58][C:16]1[S:15][C:14]([NH:13][C:11](=[O:12])[N:10]([CH2:30][CH2:31][CH:32]2[CH2:33][CH2:34][N:35]([C:38]([O:40][C:41]([CH3:44])([CH3:42])[CH3:43])=[O:39])[CH2:36][CH2:37]2)[CH2:9][CH2:8][CH:7]([C:1]2[CH:6]=[CH:5][CH:4]=[CH:3][CH:2]=2)[C:45]2[CH:46]=[CH:47][CH:48]=[CH:49][CH:50]=2)=[N:18][C:17]=1[C:19]1[CH:20]=[CH:21][C:22]([NH:25][S:26]([CH3:29])(=[O:27])=[O:28])=[CH:23][CH:24]=1. Procedure details: To tert-butyl 4-(2-(1-(3,3-diphenylpropyl)-3-(4-(4-(methylsulfonamido)phenyl)thiazol-2-yl)ureido)ethyl)piperidine-1-carboxylate (0.35 g, 0.49 mmol) in DMF (10 ml) was added NCS (0.065 g, 0.49 mmol). The resulting mixture was stirred overnight at room temperature. After this time the mixture was concentrated under reduced pressure and the residue partitioned between ethyl acetate and sat. aq. NaHCO3. The organic layer was washed with water and brine, dried over MgSO4 and concentrated under reduce...